This data is from the Open Reaction Database (ORD), a public repository of structured organic reaction records. The task is: describe an organic reaction: reactants, conditions, products, and yield Reactants: O=C([O-])[O-], C=CCc1c(O)cc(C)c2c(=O)c3ccccc3oc12, ClC(Cl)Cl, O=C(OO)c1cccc(Cl)c1, [K+], [K+], O. Yields the product Cc1cc2c(c3oc4ccccc4c(=O)c13)CC(C(=O)O)O2. RXN SMILES: [C:36]([O-:37])([O-:38])=[O:39].[CH2:1]([CH:2]=[CH2:3])[c:4]1[c:5]([OH:20])[cH:6][c:7]([CH3:19])[c:8]2[c:9](=[O:18])[c:10]3[cH:11][cH:12][cH:13][cH:14][c:15]3[o:16][c:17]12.[CH:32]([Cl:33])([Cl:34])[Cl:35].[Cl:21][c:22]1[cH:23][cH:24][cH:25][c:26]([C:27]([O:28][OH:29])=[O:30])[cH:31]1.[K+:40].[K+:41].[OH2:42]>>[CH2:1]1[CH:2]([C:36]([OH:37])=[O:39])[O:20][c:5]2[c:4]1[c:17]1[c:8]([c:7]([CH3:19])[cH:6]2)[c:9](=[O:18])[c:10]2[cH:11][cH:12][cH:13][cH:14][c:15]2[o:16]1. Starting materials: C(C)C1=C(C=CC=C1)NC(=S)NN (N-(2-ethylphenyl)hydrazinecarbothioamide), C(C)(=O)O (acetic acid), N(=O)[O-].[Na+] (sodium nitrite). Solvent: O (water). Yields the product C(C)C1=C(C=CC=C1)NC1=NN=NS1 (N-(2-ethylphenyl)-1,2,3,4-thiatriazol-5-amine), solid. Isolated yield 73.0%. Reaction SMILES: [CH2:1]([C:3]1[CH:8]=[CH:7][CH:6]=[CH:5][C:4]=1[NH:9][C:10]([NH:12][NH2:13])=[S:11])[CH3:2].C(O)(=O)C.[N:18]([O-])=O.[Na+]>O>[CH2:1]([C:3]1[CH:8]=[CH:7][CH:6]=[CH:5][C:4]=1[NH:9][C:10]1[S:11][N:18]=[N:13][N:12]=1)[CH3:2] |f:2.3|. Procedure details: To a stirred and cooled mixture of N-(2-ethylphenyl)hydrazinecarbothioamide (0.500 g, 2.56 mmol) and acetic acid (2.00 mL, 17.5 mmol) was added sodium nitrite (0.177 g, 2.56 mmol) in water (1 mL). The mixture turned yellow upon addition and the reaction was stirred for 1 hour. The solid was filtered and the title compound was obtained as an orange solid (0.389 g, 73%): 1H NMR (400 MHz, CDCl3) δ 9.02 (s, 1H), 7.42-7.28 (m, 4H), 2.76 (q, J=7.5 Hz, 2H), 1.25 (t, J=7.5 Hz, 3H); 13C NMR (101 MHz, CDC... Starting materials: Cl.CN(C)CC=1C(NC(NC1)=O)=O (5-[(dimethylamino)methyl]uracil hydrochloride), COC1=C(N)C(=CC=C1)OC (2,6-dimethoxyaniline), COC1=C(C(=O)O)C(=CC=C1)OC (2,6-dimethoxybenzoic acid). Run in C(CO)O (ethylene glycol). The product is NC1=C(C=C(CC=2C(NC(NC2)=O)=O)C=C1OC)OC (5-(4-Amino-3,5-dimethoxybenzyl)-2,4-(1H,3H)-pyrimidinedione). Yield: 28.8%. Reaction SMILES: Cl.CN([CH2:5][C:6]1[C:7](=[O:13])[NH:8][C:9](=[O:12])[NH:10][CH:11]=1)C.[CH3:14][O:15][C:16]1[CH:22]=[CH:21][CH:20]=[C:19]([O:23][CH3:24])[C:17]=1[NH2:18].COC1C=CC=C(OC)C=1C(O)=O>C(O)CO>[NH2:18][C:17]1[C:19]([O:23][CH3:24])=[CH:20][C:21]([CH2:5][C:6]2[C:7](=[O:13])[NH:8][C:9](=[O:12])[NH:10][CH:11]=2)=[CH:22][C:16]=1[O:15][CH3:14] |f:0.1|. Procedure: A mixture of 10.04 g (49 mmol) of 5-[(dimethylamino)methyl]uracil hydrochloride (B. Roth, J. Z. Strelitz, and B. S. Rauckman, J. Med. Chem. 23, 379 (1980) and 7.48 g (49 mmol) of 2,6-dimethoxyaniline (m.p. 73°-74.5°; prepared from 2,6-dimethoxybenzoic acid by the procedure in Org. Reactions 3, 330 (1946)) in 50 mL of ethylene glycol under nitrogen was heated at 145° for 5 hours. The mixture was cooled and the precipitated solid was collected, suspended in 300 mL of boiling ethanol and collected ... Yields the product CCOC(=O)CN1CC(CC(=O)OC)c2c(N)cccc21. The reactants are CCO, [H][H], CCOC(=O)CN1CC(CC(=O)OC)c2c1cccc2[N+](=O)[O-]. RXN SMILES: [CH3:26][CH2:27][OH:28].[H:24][H:25].[N+:1]([O-:2])(=[O:3])[c:4]1[c:5]2[c:9]([cH:10][cH:11][cH:12]1)[N:8]([CH2:13][C:14](=[O:15])[O:16][CH2:17][CH3:18])[CH2:7][CH:6]2[CH2:19][C:20](=[O:21])[O:22][CH3:23]>>[NH2:1][c:4]1[c:5]2[c:9]([cH:10][cH:11][cH:12]1)[N:8]([CH2:13][C:14](=[O:15])[O:16][CH2:17][CH3:18])[CH2:7][CH:6]2[CH2:19][C:20](=[O:21])[O:22][CH3:23]. As a reaction SMILES: C(OC([NH:8][CH2:9][C:10]12[CH2:17][N:16]([C:18]3[C:27]([F:28])=[C:26]4[C:21]([C:22](=[O:34])[C:23]([C:31]([OH:33])=[O:32])=[CH:24][N:25]4[CH2:29][CH3:30])=[CH:20][C:19]=3[F:35])[CH2:15][CH:14]1[CH2:13][CH2:12][O:11]2)=O)(C)(C)C.[ClH:36]>>[ClH:36].[NH2:8][CH2:9][C:10]12[CH2:17][N:16]([C:18]3[C:27]([F:28])=[C:26]4[C:21]([C:22](=[O:34])[C:23]([C:31]([OH:33])=[O:32])=[CH:24][N:25]4[CH2:29][CH3:30])=[CH:20][C:19]=3[F:35])[CH2:15][CH:14]1[CH2:13][CH2:12][O:11]2 |f:2.3|. Reactants: C(C)(C)(C)OC(=O)NCC12OCCC2CN(C1)C1=C(C=C2C(C(=CN(C2=C1F)CC)C(=O)O)=O)F (7-(1-tert-butoxycarbonylaminomethyl-2-oxa-7-azabicyclo[3.3.0]oct-7-yl)-1-ethyl-6,8-difluoro-1,4-dihydro-4-oxo-3-quinolinecarboxylic acid), Cl (hydrochloric acid). Reported procedure: In an analogous manner to Example 1B, the product from step A is reacted with half-concentrated hydrochloric acid to give 7-(1-aminomethyl-2-oxa-7-azabicyclo[3.3.0]oct-7-yl)-1-ethyl-6,8-difluoro-1,4-dihydro-4-oxo-3-quinolinecarboxylic acid hydrochloride with a melting point of 218°-223° C. (with decomposition). Product: Cl.NCC12OCCC2CN(C1)C1=C(C=C2C(C(=CN(C2=C1F)CC)C(=O)O)=O)F (7-(1-aminomethyl-2-oxa-7-azabicyclo[3.3.0]oct-7-yl)-1-ethyl-6,8-difluoro-1,4-dihydro-4-oxo-3-quinolinecarboxylic acid hydrochloride).